Dataset: the Open Reaction Database (ORD), a public repository of structured organic reaction records. Task: describe an organic reaction: reactants, conditions, products, and yield The reactants are C1(=CC=CC=C1)C1=CN=C(S1)NC1=CC=C(C=C1)OCCN1CCCC1 ((5-phenyl-thiazol-2-yl)-[4-(2-pyrrolidin-1-yl-ethoxy)-phenyl]-amine), S1C=C(C=C1)C=1C=C(C=CC1)CC=O ((3-thiophen-3-yl-phenyl)-acetaldehyde), CN1CCN(CC1)C1=CC=C(C=C1)NC(=S)N ([4-(4-methyl-piperazin-1-yl)-phenyl]-thiourea). Yields the product CN1CCN(CC1)C1=CC=C(C=C1)NC=1SC(=CN1)C1=CC(=CC=C1)C1=CSC=C1 ([4-(4-Methyl-piperazin-1-yl)-phenyl]-[5-(3-thiophen-3-yl-phenyl)-thiazol-2-yl]-amine). As a reaction SMILES: C1(C2SC(NC3C=CC(OCCN4CCCC4)=CC=3)=NC=2)C=CC=CC=1.[S:27]1[CH:31]=[CH:30][C:29]([C:32]2[CH:33]=[C:34]([CH2:38][CH:39]=O)[CH:35]=[CH:36][CH:37]=2)=[CH:28]1.[CH3:41][N:42]1[CH2:47][CH2:46][N:45]([C:48]2[CH:53]=[CH:52][C:51]([NH:54][C:55]([NH2:57])=[S:56])=[CH:50][CH:49]=2)[CH2:44][CH2:43]1>>[CH3:41][N:42]1[CH2:47][CH2:46][N:45]([C:48]2[CH:49]=[CH:50][C:51]([NH:54][C:55]3[S:56][C:38]([C:34]4[CH:35]=[CH:36][CH:37]=[C:32]([C:29]5[CH:30]=[CH:31][S:27][CH:28]=5)[CH:33]=4)=[CH:39][N:57]=3)=[CH:52][CH:53]=2)[CH2:44][CH2:43]1. Procedure: The title compound is prepared as described in Example 1 for (5-phenyl-thiazol-2-yl)-[4-(2-pyrrolidin-1-yl-ethoxy)-phenyl]-amine but using (3-thiophen-3-yl-phenyl)-acetaldehyde and [4-(4-methyl-piperazin-1-yl)-phenyl]-thiourea (Example 5). MPLC (CH3CN/H2O/TFA) purification affords the title compound: ES-MS: 435.0 [M+3]+; single peak at tR=3.09 min (System 2); Rf=0.25 (CH2Cl2/MeOH, 90/10). The reactants are C1(=CC=CC=C1)P(C1=C(C2=CC=CC=C2C=C1)C1=C(C=CC2=CC=CC=C12)P(C1=CC=CC=C1)C1=CC=CC=C1)C1=CC=CC=C1 ((±)-2,2′-Bis(diphenylphosphino-)1,1′-binaphthalene), ClC1=NC(=CN=C1)Cl (2,6-dichloropyrazine), ClC1=CC=C(N)C=C1 (4-chloroaniline), CC(C)([O-])C.[Na+] (sodium tert-butoxide). The reagents and catalysts are C(C)(=O)[O-].[Pd+2].C(C)(=O)[O-] (palladium(II)-acetate). Solvent: C1(=CC=CC=C1)C (toluene). Reaction conditions: temperature 100 celsius. The product is ClC1=CC=C(C=C1)NC1=NC(=CN=C1)Cl ((4-chloro-phenyl)-(6-chloro-pyrazin-2-yl)-amine). The yield is 19.5%. Reaction SMILES: Cl[C:2]1[CH:7]=[N:6][CH:5]=[C:4]([Cl:8])[N:3]=1.[Cl:9][C:10]1[CH:16]=[CH:15][C:13]([NH2:14])=[CH:12][CH:11]=1.CC(C)([O-])C.[Na+].C1(P(C2C=CC=CC=2)C2C=CC3C(=CC=CC=3)C=2C2C3C(=CC=CC=3)C=CC=2P(C2C=CC=CC=2)C2C=CC=CC=2)C=CC=CC=1>C1(C)C=CC=CC=1.C([O-])(=O)C.[Pd+2].C([O-])(=O)C>[Cl:9][C:10]1[CH:16]=[CH:15][C:13]([NH:14][C:2]2[CH:7]=[N:6][CH:5]=[C:4]([Cl:8])[N:3]=2)=[CH:12][CH:11]=1 |f:2.3,6.7.8|. Procedure: A mixture of 2,6-dichloropyrazine (2.0 g, 13.4 mmol), 4-chloroaniline (1.88 g, 14.8 mmol) and sodium tert-butoxide (1.71 g, 17.6 mmol) in toluene (45 mL) were degassed with argon for 20 minutes. (±)-2,2′-Bis(diphenylphosphino-)1,1′-binaphthalene ((±)-BINAP) (502 mg, 0.81 mmol) and palladium(II)-acetate (90.4 mg, 0.40 mmol) were added followed by degassing for 5 minutes. The reaction mixture was stirred at 100° C. over night. The mixture was filtrated and the filtrate evaporated. Flash chromatogr...